Dataset: the Open Reaction Database (ORD), a public repository of structured organic reaction records. Task: describe an organic reaction: reactants, conditions, products, and yield Starting materials: C(C)(=O)OC1CC2C3=CC(=C(C=C3C(=NC2CC1)C1=CC=C(C(=O)O)C=C1)OC)OC (4-((2RS,4aRS,10bRS)-2-acetoxy-8,9-dimethoxy-1,2,3,4,4a,10b-hexahydro-phenanthridin-6-yl)-benzoic acid), C(C)(=O)OC1CC2C3=CC(=C(C=C3C(=NC2CC1)C1=CC=C(C(=O)O)C=C1)OC)OC (4-((2RS,4aRS,10bRS)-2-acetoxy-8,9-dimethoxy-1,2,3,4,4a,10b-hexahydro-phenanthridin-6-yl)-benzoic acid), CSC(=N)N.OS(=O)(=O)O (S-methylisothiourea-sulfate), Cl.C(C)N=C=NCCCN(C)C (1-ethyl-3-(3-dimethylaminopropyl)carbodiimide hydrochloride), C(C)N(C(C)C)C(C)C (N-ethyl-diisopropylamin). Reagents/catalysts: CN(C1=CC=NC=C1)C (4-dimethylaminopyridine). Solvent: C(C)#N (acteonitril). Run at time 16 hour. Yields the product COC=1C=C2C(=NC3CCC(CC3C2=CC1OC)OC(C)=O)C1=CC=C(C=C1)C(=O)NC(SC)=N (Acetic Acid (2RS,4aRS,10bRS)-8,9-dimethoxy-6-{4-[1-(2-methyl-isothioureido)-methanoyl]-phenyl}-1,2,3,4,4a,10b-hexahydro-phenanthridin-2-yl Ester). Yield: 102.3%. As a reaction SMILES: [C:1]([O:4][CH:5]1[CH2:18][CH2:17][CH:16]2[CH:7]([C:8]3[C:13]([C:14]([C:19]4[CH:27]=[CH:26][C:22]([C:23]([OH:25])=O)=[CH:21][CH:20]=4)=[N:15]2)=[CH:12][C:11]([O:28][CH3:29])=[C:10]([O:30][CH3:31])[CH:9]=3)[CH2:6]1)(=[O:3])[CH3:2].[CH3:32][S:33][C:34]([NH2:36])=[NH:35].OS(O)(=O)=O.Cl.C(N=C=NCCCN(C)C)C.C(N(C(C)C)C(C)C)C>CN(C)C1C=CN=CC=1.C(#N)C>[CH3:29][O:28][C:11]1[CH:12]=[C:13]2[C:8](=[CH:9][C:10]=1[O:30][CH3:31])[CH:7]1[CH:16]([CH2:17][CH2:18][CH:5]([O:4][C:1](=[O:3])[CH3:2])[CH2:6]1)[N:15]=[C:14]2[C:19]1[CH:27]=[CH:26][C:22]([C:23]([NH:36][C:34](=[NH:35])[S:33][CH3:32])=[O:25])=[CH:21][CH:20]=1 |f:1.2,3.4|. Procedure details: 3.051 g of 4-((2RS,4aRS,10bRS)-2-acetoxy-8,9-dimethoxy-1,2,3,4,4a,10b-hexahydro-phenanthridin-6-yl)-benzoic acid (compound B1), 3.00 g of S-methylisothiourea-sulfate and 10 mg of 4-dimethylaminopyridine are dissolved in 50 ml of acteonitril, than 1.80 g of 1-ethyl-3-(3-dimethylaminopropyl)carbodiimide hydrochloride and 1.23 ml of N-ethyl-diisopropylamin are added. After stirring for 16 hours the solvent is removed. The residue is dissolved in 20 ml of water and extracted with dichloromethane. Af... The reactants are C(C=C)ON=C(C(=O)NC1[C@@H]2N(C(=C(CS2)C[N+]2=CC=CC=C2)C(=O)[O-])C1=O)C1=NSC(=N1)NP(=O)(O)O (7-[2-allyloxyimino-2-(5-phosphonoamino-1,2,4-thiadiazol-3-yl)acetamido]-3-(1-pyridiniomethyl)-3-cephem-4-carboxylate), [OH-].[Ca+2].[OH-] (calcium hydroxide). Yields the product [Ca] (calcium), C(C=C)ON=C(C(=O)NC1[C@@H]2N(C(=C(CS2)C[N+]2=CC=CC=C2)C(=O)[O-])C1=O)C1=NSC(=N1)NP(=O)(O)O (7-[2-allyloxyimino-2-(5-phosphonoamino-1,2,4-thiadiazol-3-yl)acetamido]-3-(1-pyridiniomethyl)-3-cephem-4-carboxylate). Run in O (water). Procedure: A suspension of 7-[2-allyloxyimino-2-(5-phosphonoamino-1,2,4-thiadiazol-3-yl)acetamido]-3-(1-pyridiniomethyl)-3-cephem-4-carboxylate (syn isomer) (5.81 g) in water (150 ml) was adjusted to pH 6.0 with calcium hydroxide (760 mg). After a small amount of insoluble material was filtered off, the filtrate was lyophilized to give calcium salt of 7-[2-allyloxyimino-2-(5-phosphonoamino-1,2,4-thiadiazol-3-yl)acetamido]-3-(1-pyridiniomethyl)-3-cephem-4-carboxylate (syn isomer) (6.2 g), mp.>230° C. Yield: 106.7%. RXN SMILES: [CH2:1]([O:4][N:5]=[C:6]([C:29]1[N:33]=[C:32]([NH:34][P:35]([OH:38])([OH:37])=[O:36])[S:31][N:30]=1)[C:7]([NH:9][CH:10]1[C:27](=[O:28])[N:12]2[C:13]([C:24]([O-:26])=[O:25])=[C:14]([CH2:17][N+:18]3[CH:23]=[CH:22][CH:21]=[CH:20][CH:19]=3)[CH2:15][S:16][C@H:11]12)=[O:8])[CH:2]=[CH2:3].[OH-].[Ca+2:40].[OH-]>O>[Ca:40].[CH2:1]([O:4][N:5]=[C:6]([C:29]1[N:33]=[C:32]([NH:34][P:35]([OH:37])([OH:38])=[O:36])[S:31][N:30]=1)[C:7]([NH:9][CH:10]1[C:27](=[O:28])[N:12]2[C:13]([C:24]([O-:26])=[O:25])=[C:14]([CH2:17][N+:18]3[CH:19]=[CH:20][CH:21]=[CH:22][CH:23]=3)[CH2:15][S:16][C@H:11]12)=[O:8])[CH:2]=[CH2:3] |f:1.2.3|.